Dataset: the Open Reaction Database (ORD), a public repository of structured organic reaction records. Task: describe an organic reaction: reactants, conditions, products, and yield Reactants: CN(C)Cc1ccnc(CSCCN)c1, CCO, Cn1ccc(Cc2cnc(N[N+](=O)[O-])[nH]c2=O)cc1=O, c1ccncc1. The product is CN(C)Cc1ccnc(CSCCNc2ncc(Cc3ccn(C)c(=O)c3)c(=O)[nH]2)c1. As a reaction SMILES: [CH3:1][N:2]([CH3:3])[CH2:4][c:5]1[cH:6][c:7]([CH2:11][S:12][CH2:13][CH2:14][NH2:15])[n:8][cH:9][cH:10]1.[CH3:42][CH2:43][OH:44].[N+:16]([NH:17][c:20]1[n:21][cH:22][c:23]([CH2:27][c:28]2[cH:29][c:30](=[O:35])[n:31]([CH3:34])[cH:32][cH:33]2)[c:24](=[O:26])[nH:25]1)([O-:18])=[O:19].[cH:36]1[cH:37][cH:38][n:39][cH:40][cH:41]1>>[CH3:1][N:2]([CH3:3])[CH2:4][c:5]1[cH:6][c:7]([CH2:11][S:12][CH2:13][CH2:14][NH:15][c:20]2[n:21][cH:22][c:23]([CH2:27][c:28]3[cH:29][c:30](=[O:35])[n:31]([CH3:34])[cH:32][cH:33]3)[c:24](=[O:26])[nH:25]2)[n:8][cH:9][cH:10]1. Starting materials: [bis(tri-ortho-tolyl-phosphine)]palladium (II) dichloride, C(C)OC(C[Sn](CCCC)(CCCC)CCCC)=O (Tributylstannanyl-acetic acid ethyl ester), C(C1=CC=CC=C1)OC=1C=C(C2=CC=CC=C2C1)Br (3-Benzyloxy-1-bromo-naphthalene). Reagents/catalysts: [Br-].[Zn+2].[Br-] (zinc(II) bromide). The solvent is CCOC(=O)C (EtOAc), CN(C)C=O (DMF). Reaction conditions: temperature 80 celsius, time 1 hour. The product is C(C)OC(CC1=CC(=CC2=CC=CC=C12)OCC1=CC=CC=C1)=O ((3-Benzyloxy-naphthalen-1-yl)-acetic acid ethyl ester). Reaction SMILES: [CH2:1]([O:8][C:9]1[CH:10]=[C:11](Br)[C:12]2[C:17]([CH:18]=1)=[CH:16][CH:15]=[CH:14][CH:13]=2)[C:2]1[CH:7]=[CH:6][CH:5]=[CH:4][CH:3]=1.[CH2:20]([O:22][C:23](=[O:38])[CH2:24][Sn](CCCC)(CCCC)CCCC)[CH3:21]>CN(C=O)C.CCOC(C)=O.[Br-].[Zn+2].[Br-]>[CH2:20]([O:22][C:23](=[O:38])[CH2:24][C:11]1[C:12]2[C:17](=[CH:16][CH:15]=[CH:14][CH:13]=2)[CH:18]=[C:9]([O:8][CH2:1][C:2]2[CH:7]=[CH:6][CH:5]=[CH:4][CH:3]=2)[CH:10]=1)[CH3:21] |f:4.5.6|. Reported procedure: 3-Benzyloxy-1-bromo-naphthalene (5.64 g, 18.01 mmol) is dissolved under an atmosphere of argon in dry DMF (100 ml). Tributylstannanyl-acetic acid ethyl ester (7.47 g, 19.81 mmol) is added, as well as [bis(tri-ortho-tolyl-phosphine)]palladium (II) dichloride (2.83 g, 3.60 mmol) and zinc(II) bromide (5.27 g, 23.41 mmol). The reaction mixture is heated to 80° C. for 3 h. The reaction mixture is diluted with EtOAc and washed twice with diluted brine (back extracted). The combined organic layers are ... The reactants are O=C1CCC(=O)N1Br, CCCCn1c2nc[nH]c2c(=O)n2cnnc12, C1CCOC1. Product: CCCCn1c2nc(Br)[nH]c2c(=O)n2cnnc12. RXN SMILES: [Br:18][N:19]1[C:20](=[O:21])[CH2:22][CH2:23][C:24]1=[O:25].[CH2:1]([CH2:2][CH2:3][CH3:4])[n:5]1[c:6]2[n:7]([c:8](=[O:14])[c:9]3[nH:10][cH:11][n:12][c:13]13)[cH:15][n:16][n:17]2.[CH2:26]1[O:27][CH2:28][CH2:29][CH2:30]1>>[CH2:1]([CH2:2][CH2:3][CH3:4])[n:5]1[c:6]2[n:7]([c:8](=[O:14])[c:9]3[nH:10][c:11]([Br:18])[n:12][c:13]13)[cH:15][n:16][n:17]2. Reactants: C=CCOCC(CC=C)CC1COC(C)(C)N1C(=O)OC(C)(C)C, ClCCl. Yields the product CC(C)(C)OC(=O)N1C(CC2CC=CCOC2)COC1(C)C. As a reaction SMILES: [CH2:1]([CH:2]=[CH2:3])[O:4][CH2:5][CH:6]([CH2:7][CH:8]1[N:9]([C:15](=[O:16])[O:17][C:18]([CH3:19])([CH3:20])[CH3:21])[C:10]([CH3:13])([CH3:14])[O:11][CH2:12]1)[CH2:22][CH:23]=[CH2:24].[Cl:25][CH2:26][Cl:27]>>[CH2:1]1[O:4][CH2:5][CH:6]([CH2:7][CH:8]2[N:9]([C:15](=[O:16])[O:17][C:18]([CH3:19])([CH3:20])[CH3:21])[C:10]([CH3:13])([CH3:14])[O:11][CH2:12]2)[CH2:22][CH:23]=[CH:24]1. Reactants: ClC1=C(C=C(C=C1C1(CNC1)F)C#N)NC1=NN2C(C(=N1)N(CC1=CC=C(C=C1)OC)C1CC1)=NC=C2C#N (2-((2-chloro-5-cyano-3-(3-fluoroazetidin-3-yl)phenyl)amino)-4-(cyclopropyl(4-methoxybenzyl)amino)imidazo[2,1-f][1,2,4]triazine-7-carbonitrile), NC=1C(=C(C=C(C1)C#N)C1(CN(C1)C(=O)OC(C)(C)C)F)Cl (tert-butyl 3-(3-amino-2-chloro-5-cyanophenyl)-3-fluoroazetidine-1-carboxylate), ClC1=NN2C(C(=N1)N(CC1=CC=C(C=C1)OC)C1CC1)=NC=C2C#N (2-chloro-4-(cyclopropyl(4-methoxybenzyl)amino)imidazo[2,1-f][1,2,4]triazine-7-carbonitrile), C(=O)([O-])[O-].[Cs+].[Cs+] (Cs2CO3), palladium(f1) acetate. Reagents/catalysts: C1=CC=C(C=C1)P([C-]2C=CC=C2)C3=CC=CC=C3.C1=CC=C(C=C1)P([C-]2C=CC=C2)C3=CC=CC=C3.[Fe+2] (DPPF), CC1(C2=C(C(=CC=C2)P(C3=CC=CC=C3)C4=CC=CC=C4)OC5=C(C=CC=C51)P(C6=CC=CC=C6)C7=CC=CC=C7)C (XANTPHOS). The solvent is O1CCOCC1 (dioxane). Run at temperature 100 celsius. Product: C(=O)(OC(C)(C)C)CC1=CC=C(OC)C=C1 (Boc-PMB). Reaction SMILES: ClC1C(C2(F)CNC2)=CC(C#N)=CC=1NC1N=C(N(C2CC2)[CH2:23][C:24]2[CH:29]=[CH:28][C:27]([O:30][CH3:31])=[CH:26][CH:25]=2)C2=NC=C(C#N)N2N=1.NC1C(Cl)=C(C2(F)CN([C:53]([O:55][C:56]([CH3:59])([CH3:58])[CH3:57])=[O:54])C2)C=C(C#N)C=1.ClC1N=C(N(C2CC2)CC2C=CC(OC)=CC=2)C2=NC=C(C#N)N2N=1.C([O-])([O-])=O.[Cs+].[Cs+]>O1CCOCC1.C1C=CC(P(C2C=CC=CC=2)[C-]2C=CC=C2)=CC=1.C1C=CC(P(C2C=CC=CC=2)[C-]2C=CC=C2)=CC=1.[Fe+2].CC1(C)C2C(=C(P(C3C=CC=CC=3)C3C=CC=CC=3)C=CC=2)OC2C(P(C3C=CC=CC=3)C3C=CC=CC=3)=CC=CC1=2>[C:53]([CH2:23][C:24]1[CH:25]=[CH:26][C:27]([O:30][CH3:31])=[CH:28][CH:29]=1)([O:55][C:56]([CH3:59])([CH3:58])[CH3:57])=[O:54] |f:3.4.5,7.8.9|. Reported procedure: 2-((2-chloro-5-cyano-3-(3-fluoroazetidin-3-yl)phenyl)amino)-4-(cyclopropyl(4-methoxybenzyl)amino)imidazo[2,1-f][1,2,4]triazine-7-carbonitrile A mixture of tert-butyl 3-(3-amino-2-chloro-5-cyanophenyl)-3-fluoroazetidine-1-carboxylate (21-D), (163 mg, 0.500 mmol), 2-chloro-4-(cyclopropyl(4-methoxybenzyl)amino)imidazo[2,1-f][1,2,4]triazine-7-carbonitrile (186 mg, 0.525 mmol), DPPF (27.7 mg, 0.050 mmol), Cs2CO3 (326 mg, 1.001 mmol), XANTPHOS (29.0 mg, 0.050 mmol), and palladium(f1) acetate (33.7 mg,... Starting materials: C(=C)C1=CC=C(C=C1)C=C (p-divinylbenzene), C(O)([O-])=O.[Na+] (sodium hydrogencarbonate), ClC1=CC(=CC=C1)C(=O)OO (m-chloroperbenzoic acid). Run in C1(=CC=CC=C1)C (toluene), C1(=CC=CC=C1)C (toluene). Product: C(=C)C1=CC=C(C2CO2)C=C1 (4-vinylstyrene oxide). Isolated yield 231.5%. RXN SMILES: [CH:1]([C:3]1[CH:8]=[CH:7][C:6]([CH:9]=[CH2:10])=[CH:5][CH:4]=1)=[CH2:2].C(=O)([O-])[OH:12].[Na+].ClC1C=CC=C(C(OO)=O)C=1>C1(C)C=CC=CC=1>[CH:1]([C:3]1[CH:8]=[CH:7][C:6]([CH:9]2[O:12][CH2:10]2)=[CH:5][CH:4]=1)=[CH2:2] |f:1.2|. Procedure details: Into a 1-liter reactor provided with a stirrer, and a thermometer, were added 25 g of p-divinylbenzene, 40 g of sodium hydrogencarbonate, and 400 ml of toluene. To the mixture, while being kept at 5° C. and stirred, was added dropwise a solution of 100 g (40% by weight) of m-chloroperbenzoic acid in toluene. The resulting mixture was stirred at 5° C. for 10 hours. After completion of the reaction, the reaction mixture was washed with aqueous sodium hydrogencarbonate solution, and dried over anhy...